From a dataset of the Open Reaction Database (ORD), a public repository of structured organic reaction records. describe an organic reaction: reactants, conditions, products, and yield Starting materials: FC(S(=O)(=O)OCC(C(C(C(F)F)(F)F)(F)F)(F)F)(F)F (2,2,3,3,4,4,5,5-Octafluoropentyl Trifluoromethanesulfonate), C(CC#N)#N (malononitrile), C([O-])([O-])=O.[K+].[K+] (potassium carbonate). Run in 1,2-dimethoxymethane. Run at time 8 hour. Product: FC(CC(C#N)C#N)(C(C(C(F)F)(F)F)(F)F)F (2-(2,2,3,3,4,4,5,5-Octafluoropentyl)malononitrile). The yield is 65.0%. Reaction SMILES: FC(F)(F)S(O[CH2:7][C:8]([F:19])([F:18])[C:9]([F:17])([F:16])[C:10]([F:15])([F:14])[CH:11]([F:13])[F:12])(=O)=O.[C:22](#[N:26])[CH2:23][C:24]#[N:25].C(=O)([O-])[O-].[K+].[K+]>>[F:19][C:8]([F:18])([C:9]([F:16])([F:17])[C:10]([F:14])([F:15])[CH:11]([F:12])[F:13])[CH2:7][CH:23]([C:22]#[N:26])[C:24]#[N:25] |f:2.3.4|. Procedure details: A mixture of compound 5b (15.0 g, 41.2 mmol), malononitrile (5.44 g, 82.4 mmol), and potassium carbonate (28.5 g, 206 mmol) in 1,2-dimethoxymethane (150 ml) was stirred overnight at room temperature under nitrogen. The reaction mixture was quenched with water (150 ml) and extracted with ethyl acetate (2×200 ml). The combined organic extracts were washed with brine (200 ml), dried (Na2SO4), filtered, and concentrated under reduced pressure. The residue was purified by column chromatography (silic... Starting materials: C(C)(=O)OCC (Ethyl acetate), N1(C=NC=C1)CCCCCOC1=CC=C(C=C1)O (p-[5-(1-imidazolyl)pentyloxy]phenol), CI (methyl iodide), [H-].[Na+] (sodium hydride). Solvent: CN(C=O)C (N,N-dimethylformamide). Reaction conditions: time 5 minute. The product is N1(C=NC=C1)CCCCCOC1=CC=C(C=C1)OC (1-[5-(1-imidazolyl)pentyloxy]-4-methoxybenzene). As a reaction SMILES: [N:1]1([CH2:6][CH2:7][CH2:8][CH2:9][CH2:10][O:11][C:12]2[CH:17]=[CH:16][C:15]([OH:18])=[CH:14][CH:13]=2)[CH:5]=[CH:4][N:3]=[CH:2]1.CI.[H-].[Na+].[C:23](OCC)(=O)C>CN(C)C=O>[N:1]1([CH2:6][CH2:7][CH2:8][CH2:9][CH2:10][O:11][C:12]2[CH:13]=[CH:14][C:15]([O:18][CH3:23])=[CH:16][CH:17]=2)[CH:5]=[CH:4][N:3]=[CH:2]1 |f:2.3|. Procedure: To a solution of 1.87 g p-[5-(1-imidazolyl)pentyloxy]phenol and 0.46 ml methyl iodide in 18 ml anhydrous N,N-dimethylformamide, was added under ice cooling and with stirring 290 mg of 60% sodium hydride in oil, and stirring was continued at room temperature for five minutes. Ethyl acetate was added to the reaction mixture, the precipitate which separated out was filtered off, and the filtrate was washed with water and dried over anhydrous sodium sulfate. The solvent was distilled off, and the re...